This data is from the Open Reaction Database (ORD), a public repository of structured organic reaction records. The task is: describe an organic reaction: reactants, conditions, products, and yield Reactants: OC1=CC=C(C(=O)C2=CC=C(CSC3=NC4=CC=CC(=C4C(N3C)=O)C)C=C2)C=C1 (2-[4-(4-hydroxybenzoyl)benzylthio]-3,5-dimethyl-4(3H)-quinazolinone), ClCC1=CC=C(C(=O)N2CCN(CC2)C=O)C=C1 (1-(4-chloromethylbenzoyl)-4-formylpiperazine), C([O-])([O-])=O.[K+].[K+] (potassium carbonate). Solvent: CN(C)C=O (DMF). Product: CN1C(=NC2=CC=CC(=C2C1=O)C)SCC1=CC=C(C=C1)C(C1=CC=C(C=C1)OCC1=CC=C(C=C1)C(=O)N1CCN(CC1)C=O)=O (3,5-Dimethyl-2-[4-[4-[4-(4-formylpiperazinylcarbonyl)benzyloxy]benzoyl]benzylthio]-4(3H)-quinazolinone). Yield: 49.7%. As a reaction SMILES: [OH:1][C:2]1[CH:30]=[CH:29][C:5]([C:6]([C:8]2[CH:28]=[CH:27][C:11]([CH2:12][S:13][C:14]3[N:23]([CH3:24])[C:22](=[O:25])[C:21]4[C:16](=[CH:17][CH:18]=[CH:19][C:20]=4[CH3:26])[N:15]=3)=[CH:10][CH:9]=2)=[O:7])=[CH:4][CH:3]=1.Cl[CH2:32][C:33]1[CH:48]=[CH:47][C:36]([C:37]([N:39]2[CH2:44][CH2:43][N:42]([CH:45]=[O:46])[CH2:41][CH2:40]2)=[O:38])=[CH:35][CH:34]=1.C(=O)([O-])[O-].[K+].[K+]>CN(C=O)C>[CH3:24][N:23]1[C:22](=[O:25])[C:21]2[C:16](=[CH:17][CH:18]=[CH:19][C:20]=2[CH3:26])[N:15]=[C:14]1[S:13][CH2:12][C:11]1[CH:27]=[CH:28][C:8]([C:6](=[O:7])[C:5]2[CH:4]=[CH:3][C:2]([O:1][CH2:32][C:33]3[CH:48]=[CH:47][C:36]([C:37]([N:39]4[CH2:44][CH2:43][N:42]([CH:45]=[O:46])[CH2:41][CH2:40]4)=[O:38])=[CH:35][CH:34]=3)=[CH:30][CH:29]=2)=[CH:9][CH:10]=1 |f:2.3.4|. Procedure details: A solution of 2-[4-(4-hydroxybenzoyl)benzylthio]-3,5-dimethyl-4(3H)-quinazolinone (402 mg), 1-(4-chloromethylbenzoyl)-4-formylpiperazine (354 mg) and potassium carbonate (261 mg) in DMF (5 ml) was stirred at room temperature for 24 hours. This reaction mixture was concentrated and the residue was dissolved in ethyl acetate. The solution was washed with water, dried, and concentrated. The residue was purified by silica gel column chromatography (ethyl acetate) to provide the title compound as col...